describe an organic reaction: reactants, conditions, products, and yield From a dataset of the Open Reaction Database (ORD), a public repository of structured organic reaction records. Starting materials: COc1ccc(N2CC(C)NC(C)C2)cc1N, c1ccncc1, O=S(=O)(Cl)c1ccc(-c2cccs2)cc1. The product is COc1ccc(N2CC(C)NC(C)C2)cc1NS(=O)(=O)c1ccc(-c2cccs2)cc1. RXN SMILES: [CH3:1][CH:2]1[CH2:3][N:4]([c:9]2[cH:10][cH:11][c:12]([O:16][CH3:17])[c:13]([NH2:14])[cH:15]2)[CH2:5][CH:6]([CH3:8])[NH:7]1.[cH:33]1[cH:34][cH:35][n:36][cH:37][cH:38]1.[s:18]1[c:19](-[c:23]2[cH:24][cH:25][c:26]([S:29](=[O:30])(=[O:31])[Cl:32])[cH:27][cH:28]2)[cH:20][cH:21][cH:22]1>>[CH3:1][CH:2]1[CH2:3][N:4]([c:9]2[cH:10][cH:11][c:12]([O:16][CH3:17])[c:13]([NH:14][S:29]([c:26]3[cH:25][cH:24][c:23](-[c:19]4[s:18][cH:22][cH:21][cH:20]4)[cH:28][cH:27]3)(=[O:30])=[O:31])[cH:15]2)[CH2:5][CH:6]([CH3:8])[NH:7]1. Starting materials: C=O (formaldehyde), C(=O)C=1C=C(C(=O)OC)C=CC1 (methyl 3-formylbenzoate), Cl.FC=1C=CC2=C(C(N(C[C@@H]3[C@@H]2CNC3)C)=O)C1 ((3aR,10bS)-8-fluoro-5-methyl-1,2,3,3a,4,5-hexahydrobenzo[c]pyrrolo[3,4-e]azepin-6(10bH)-one hydrochloride). Yields the product FC1=CC2=C([C@@H]3[C@@H](CN(C2=O)C)CN(C3)C)C=C1 ((3aR,10bS)-8-Fluoro-2,5-dimethyl-1,2,3,3a,4,5-hexahydrobenzo[e]pyrrolo[3,4-c]azepin-6(10bH)-one). As a reaction SMILES: C=O.[CH:3](C1C=C(C=CC=1)C(OC)=O)=O.Cl.[F:16][C:17]1[CH:18]=[CH:19][C:20]2[C@H:26]3[CH2:27][NH:28][CH2:29][C@@H:25]3[CH2:24][N:23]([CH3:30])[C:22](=[O:31])[C:21]=2[CH:32]=1>>[F:16][C:17]1[CH:18]=[CH:19][C:20]2[C@H:26]3[CH2:27][N:28]([CH3:3])[CH2:29][C@@H:25]3[CH2:24][N:23]([CH3:30])[C:22](=[O:31])[C:21]=2[CH:32]=1 |f:2.3|. Procedure: The title compound was prepared according to the procedure outlined in Example 68 substituting formaldehyde for methyl 3-formylbenzoate and substituting (3aR,10bS)-8-fluoro-5-methyl-1,2,3,3a,4,5-hexahydrobenzo[c]pyrrolo[3,4-e]azepin-6(10bH)-one hydrochloride (Example 225B) for Example 2. 1H NMR (400 MHz, DMSO-d6) δ ppm 7.46 (dt, J=16.6, 8.3, 1H), 7.27 (td, J=8.5, 2.8, 1H), 7.18 (dd, J=8.5, 5.6, 1H), 3.36 (ddd, J=19.2, 14.5, 5.7, 3H), 3.15-2.92 (m, 5H), 2.71 (dt, J=25.9, 9.0, 2H), 2.41 (d, J=6.1,... Reactants: ClCCl, CCOC(=O)Cl, Nc1ccncc1, c1ccncc1. Product: CCOC(=O)Nc1ccncc1. As a reaction SMILES: [Cl:20][CH2:21][Cl:22].[Cl:8][C:9](=[O:10])[O:11][CH2:12][CH3:13].[NH2:1][c:2]1[cH:3][cH:4][n:5][cH:6][cH:7]1.[cH:14]1[cH:15][cH:16][n:17][cH:18][cH:19]1>>[NH:1]([c:2]1[cH:3][cH:4][n:5][cH:6][cH:7]1)[C:9](=[O:10])[O:11][CH2:12][CH3:13]. Starting materials: C1=CN(C=N1)C(=O)N2C=CN=C2 (CDI), CC1=CC=C(C=C1)S(=O)(=O)NCCC(C(=O)O)C1(C(N(CC1)CCC1=CC=CC=C1)=O)CC(C)C (α-[2-[[(4-methylphenyl)sulfonyl]amino]ethyl]-3-(2-methylpropyl)-2-oxo-1-(2-phenylethyl)-3-pyrrolidineacetic acid), Cl.C(C1=CC=CC=C1)ON (O-benzylhydroxylamine hydrochloride), CN1CCOCC1 (4-methylmorpholine). Run in C(Cl)Cl (CH2Cl2), CCOC(=O)C (EtOAc). Conditions: time 1 hour. Yields the product lactam, C(C1=CC=CC=C1)ON (O-benzylhydroxylamine). Reaction SMILES: C1N=CN(C(N2C=NC=C2)=O)C=1.CC1C=CC(S(NCCC(C2(CC(C)C)CCN(CCC3C=CC=CC=3)C2=O)C(O)=O)(=O)=O)=CC=1.Cl.[CH2:49]([O:56][NH2:57])[C:50]1[CH:55]=[CH:54][CH:53]=[CH:52][CH:51]=1.CN1CCOCC1>CCOC(C)=O.C(Cl)Cl>[CH2:49]([O:56][NH2:57])[C:50]1[CH:55]=[CH:54][CH:53]=[CH:52][CH:51]=1 |f:2.3|. Reported procedure: CDI (162 mg) is added to a solution of α-[2-[[(4-methylphenyl)sulfonyl]amino]ethyl]-3-(2-methylpropyl)-2-oxo-1-(2-phenylethyl)-3-pyrrolidineacetic acid (453 mg) and CH2Cl2 (5.0 mL). The solution is stirred for 1 hour at room temperature and then O-benzylhydroxylamine hydrochloride (192 mg) and 4-methylmorpholine (0.13 mL) are added. The solution is stirred for 16 h at room temperature. The solution is diluted with 60 mL of EtOAc which is washed with 10% HCl, brine, dried (MgSO4), filtered, and c... Reactants: BrC=1C=C(C(=NC1)N)C(=COC)C=1N(N=CC1)CC (5-Bromo-3-[1-(2-ethyl-2H-pyrazol-3-yl)-2-methoxy-vinyl]-pyridin-2-ylamine), Cl (hydrochloric acid). Solvent: C(C)O (ethyl alcohol). Conditions: temperature 100 celsius, time 18 hour. The product is BrC=1C=C2C(=NC1)NC=C2C=2N(N=CC2)CC (5-bromo-3-(2-ethyl-2H-pyrazol-3-yl)-1H-pyrrolo[2,3-b]pyridine). Isolated yield 59.1%. Reaction SMILES: [Br:1][C:2]1[CH:3]=[C:4]([C:9]([C:13]2[N:14]([CH2:18][CH3:19])[N:15]=[CH:16][CH:17]=2)=[CH:10]OC)[C:5]([NH2:8])=[N:6][CH:7]=1.Cl>C(O)C>[Br:1][C:2]1[CH:3]=[C:4]2[C:9]([C:13]3[N:14]([CH2:18][CH3:19])[N:15]=[CH:16][CH:17]=3)=[CH:10][NH:8][C:5]2=[N:6][CH:7]=1. Procedure details: 5-Bromo-3-[1-(2-ethyl-2H-pyrazol-3-yl)-2-methoxy-vinyl]-pyridin-2-ylamine (602 mg, 1.86 mmol), ethyl alcohol (30 ml), and concentration hydrochloric acid (30 ml) were combined and stirred at 100° C. for 18 hours. The reaction was quenched with sodium bicarbonate solution and the product was filtered off. The filtered product was dried under high vacuum to give 320 mg (59%) of 5-bromo-3-(2-ethyl-2H-pyrazol-3-yl)-1H-pyrrolo[2,3-b]pyridine. MS: m/z 291.3+293.3 (M+H+). Starting materials: COC(CC1=CSC2=C1C(=CC(=C2)OCC2=CC(=NN2C)C(F)(F)F)F)=O (methyl(4-fluoro-6-((1-methyl-3-(trifluoromethyl)-1H-pyrazol-5-yl)methoxy)-1-benzothiophen-3-yl)acetate), [OH-].[Na+] (NaOH), C1CCOC1 (THF), Cl (HCl). Run in CO (MeOH), O (water). Run at time 1.5 hour. Product: FC1=CC(=CC2=C1C(=CS2)CC(=O)O)OCC2=CC(=NN2C)C(F)(F)F ((4-Fluoro-6-((1-methyl-3-(trifluoromethyl)-1H-pyrazol-5-yl)methoxy)-1-benzothiophen-3-yl)acetic acid). Yield: 84.8%. Reaction SMILES: C[O:2][C:3](=[O:27])[CH2:4][C:5]1[C:9]2[C:10]([F:26])=[CH:11][C:12]([O:14][CH2:15][C:16]3[N:20]([CH3:21])[N:19]=[C:18]([C:22]([F:25])([F:24])[F:23])[CH:17]=3)=[CH:13][C:8]=2[S:7][CH:6]=1.[OH-].[Na+].C1COCC1.Cl>O.CO>[F:26][C:10]1[C:9]2[C:5]([CH2:4][C:3]([OH:27])=[O:2])=[CH:6][S:7][C:8]=2[CH:13]=[C:12]([O:14][CH2:15][C:16]2[N:20]([CH3:21])[N:19]=[C:18]([C:22]([F:24])([F:23])[F:25])[CH:17]=2)[CH:11]=1 |f:1.2|. Procedure details: A mixture of methyl(4-fluoro-6-((1-methyl-3-(trifluoromethyl)-1H-pyrazol-5-yl)methoxy)-1-benzothiophen-3-yl)acetate (220 mg), 1N NaOH (2 mL), THF (2 mL) and MeOH (2 mL) was stirred at room temperature for 1.5 h. To the mixture were added 1N HCl (2 mL) and water. The mixture was extracted with EtOAc. The organic layer was separated, washed with brine, dried over MgSO4 and concentrated in vacuo. The residual solid was washed with hexane to give the title compound (180 mg). The crystals were crysta... Starting materials: ClC1=C(OC2=C(C(=O)O)C=C(C=N2)F)C=C(C=C1)Cl (2-(2,5-Dichloro-phenoxy)-5-fluoro-nicotinic acid), CC=1C=C2CCCNC2=CC1 (6-methyl-1,2,3,4-tetrahydro-quinoline), N1CCCC2=CC=CC=C12 (1,2,3,4-tetrahydro-quinoline). Product: ClC1=C(OC2=NC=C(C=C2C(=O)N2CCCC3=CC=CC=C23)F)C=C(C=C1)Cl ([2-(2,5-Dichloro-phenoxy)-5-fluoro-pyridin-3-yl]-(3,4-dihydro-2H-quinolin-1-yl)-methanone). RXN SMILES: [Cl:1][C:2]1[CH:18]=[CH:17][C:16]([Cl:19])=[CH:15][C:3]=1[O:4][C:5]1[N:13]=[CH:12][C:11]([F:14])=[CH:10][C:6]=1[C:7]([OH:9])=O.C[C:21]1[CH:22]=[C:23]2[C:28](=[CH:29][CH:30]=1)[NH:27][CH2:26][CH2:25][CH2:24]2.N1C2C(=CC=CC=2)CCC1>>[Cl:1][C:2]1[CH:18]=[CH:17][C:16]([Cl:19])=[CH:15][C:3]=1[O:4][C:5]1[C:6]([C:7]([N:27]2[C:28]3[C:23](=[CH:22][CH:21]=[CH:30][CH:29]=3)[CH2:24][CH2:25][CH2:26]2)=[O:9])=[CH:10][C:11]([F:14])=[CH:12][N:13]=1. Procedure details: The title compound was prepared in analogy to Example 31, Step 2, replacing 2-(2,5-dichloro-phenoxy)-nicotinic acid with 2-(2,5-dichloro-phenoxy)-5-fluoro-nicotinic acid (Example 80, Step 1) and 6-methyl-1,2,3,4-tetrahydro-quinoline with 1,2,3,4-tetrahydro-quinoline ([CAS RN 635-46-1]). MS (ISP): 417.0 [M+H]+. Starting materials: C(=O)(O)C1=CC=C2N(C(C=C21)C(=O)OCC2=CC=CC=C2)CC2=CC(=C(C=C2)Cl)Cl (Benzyl 4-carboxy-1-(3,4-dichlorobenzyl)cyclopenta[b]pyrrole-2-carboxylate), [H][H] (hydrogen). The reagents and catalysts are [Pd] (Palladium on carbon). Run in C(C)(=O)OCC (ethyl acetate), [OH-].[Na+] (NaOH), O (water). The product is ClC=1C=C(CN2C=3C(=CC2C(=O)O)C(=CC3)C(=O)O)C=CC1Cl (1-(3,4-Dichlorobenzyl)cyclopenta[b]pyrrole-2,4-dicarboxylic Acid). Yield: 40.2%. As a reaction SMILES: [C:1]([C:4]1[C:11]2[C:7]([N:8]([CH2:22][C:23]3[CH:28]=[CH:27][C:26]([Cl:29])=[C:25]([Cl:30])[CH:24]=3)[CH:9]([C:12]([O:14]CC3C=CC=CC=3)=[O:13])[CH:10]=2)=[CH:6][CH:5]=1)([OH:3])=[O:2].[H][H]>C(OCC)(=O)C.[Pd].[OH-].[Na+].O>[Cl:30][C:25]1[CH:24]=[C:23]([CH:28]=[CH:27][C:26]=1[Cl:29])[CH2:22][N:8]1[CH:9]([C:12]([OH:14])=[O:13])[CH:10]=[C:11]2[C:4]([C:1]([OH:3])=[O:2])=[CH:5][CH:6]=[C:7]12 |f:4.5|. Procedure: Benzyl 4-carboxy-1-(3,4-dichlorobenzyl)cyclopenta[b]pyrrole-2-carboxylate (0.1 g) was dissolved in ethyl acetate (5 mL). Palladium on carbon (5% Pd, 10 mg) was added and the reaction was exposed to an hydrogen atmosphere (1.1 atm) for 4 hours until reaction was complete. The hydrogen was evacuated and the resulting solution was filtered through Celite to remove catalyst. The reaction was concentrated in vacuo to afford the crude product, which was dissolved in a minimum of 2M NaOH, diluted with ... Reactants: C(C)[C@H]1[C@@H](CNC1)C=1NC(C2=C(N1)N(N=C2)C2CCOCC2)=O (6-[(3S,4S)-4-ethylpyrrolidin-3-yl]-1-(tetrahydro-2H-pyran-4-yl)-1H-pyrazolo[3,4-d]pyrimidin-4(5H)-one), C(C)(=O)O (acetic acid), CC=1N=CC(=NC1)C=O (5-methylpyrazine-2-carbaldehyde), C(C)(=O)O[BH-](OC(C)=O)OC(C)=O.[Na+] (sodium triacetoxyborohydride). Solvent: CN(C=O)C (dimethylformamide). Run at time 2 hour. The product is C(C)[C@H]1[C@@H](CN(C1)CC1=NC=C(N=C1)C)C=1NC(C2=C(N1)N(N=C2)C2CCOCC2)=O (6-{(3S,4S)-4-ethyl-1-[(5-methylpyrazin-2-yl)methyl]pyrrolidin-3-yl}-1-(tetrahydro-2H-pyran-4-yl)-1,5-dihydro-4H-pyrazolo[3,4-d]pyrimidin-4-one). Isolated yield 66.4%. As a reaction SMILES: [CH2:1]([C@@H:3]1[CH2:7][NH:6][CH2:5][C@H:4]1[C:8]1[NH:9][C:10](=[O:23])[C:11]2[CH:16]=[N:15][N:14]([CH:17]3[CH2:22][CH2:21][O:20][CH2:19][CH2:18]3)[C:12]=2[N:13]=1)[CH3:2].C(O)(=O)C.[CH3:28][C:29]1[N:30]=[CH:31][C:32]([CH:35]=O)=[N:33][CH:34]=1.C(O[BH-](OC(=O)C)OC(=O)C)(=O)C.[Na+]>CN(C)C=O>[CH2:1]([C@@H:3]1[CH2:7][N:6]([CH2:28][C:29]2[CH:34]=[N:33][C:32]([CH3:35])=[CH:31][N:30]=2)[CH2:5][C@H:4]1[C:8]1[NH:9][C:10](=[O:23])[C:11]2[CH:16]=[N:15][N:14]([CH:17]3[CH2:18][CH2:19][O:20][CH2:21][CH2:22]3)[C:12]=2[N:13]=1)[CH3:2] |f:3.4|. Reported procedure: To a solution of 6-[(3S,4S)-4-ethylpyrrolidin-3-yl]-1-(tetrahydro-2H-pyran-4-yl)-1H-pyrazolo[3,4-d]pyrimidin-4(5H)-one (4.4 g) in dimethylformamide (62 mL) was added acetic acid (2.4 mL), 5-methylpyrazine-2-carbaldehyde (2 g) and sodium triacetoxyborohydride (5.27 g). The reaction mixture stirred for 2 h at ambient temperature and was carefully quenched with saturated sodium bicarbonate solution, extracted 3× with methylene chloride, dried with magnesium sulfate, filtered and concentrated. Purif...